This data is from the Open Reaction Database (ORD), a public repository of structured organic reaction records. The task is: describe an organic reaction: reactants, conditions, products, and yield Reactants: CCCCCCCCCCCCCCCc1cccc(OC)c1C(=O)O, CN(C)C=O, CCCCCC, O=S(Cl)Cl. Product: CCCCCCCCCCCCCCCc1cccc(OC)c1C(=O)Cl. RXN SMILES: [CH3:1][O:2][c:3]1[c:4]([C:5](=[O:6])[OH:7])[c:8]([CH2:12][CH2:13][CH2:14][CH2:15][CH2:16][CH2:17][CH2:18][CH2:19][CH2:20][CH2:21][CH2:22][CH2:23][CH2:24][CH2:25][CH3:26])[cH:9][cH:10][cH:11]1.[CH3:31][N:32]([CH3:33])[CH:34]=[O:35].[CH3:36][CH2:37][CH2:38][CH2:39][CH2:40][CH3:41].[S:27]([Cl:28])([Cl:29])=[O:30]>>[CH3:1][O:2][c:3]1[c:4]([C:5](=[O:6])[Cl:29])[c:8]([CH2:12][CH2:13][CH2:14][CH2:15][CH2:16][CH2:17][CH2:18][CH2:19][CH2:20][CH2:21][CH2:22][CH2:23][CH2:24][CH2:25][CH3:26])[cH:9][cH:10][cH:11]1.